From a dataset of the Open Reaction Database (ORD), a public repository of structured organic reaction records. describe an organic reaction: reactants, conditions, products, and yield Starting materials: O=C(CBr)c1ccc2ccccc2c1, CCc1cc2c(=O)[nH]c(=O)n(Cc3ccc(-c4ccccc4C#N)cc3)c2s1, CN(C)C=O, CCOC(C)=O, [H-], [Na+]. Yields the product CCc1cc2c(=O)n(CC(=O)c3ccc4ccccc4c3)c(=O)n(Cc3ccc(-c4ccccc4C#N)cc3)c2s1. RXN SMILES: [Br:29][CH2:30][C:31](=[O:32])[c:33]1[cH:34][c:35]2[cH:36][cH:37][cH:38][cH:39][c:40]2[cH:41][cH:42]1.[CH2:1]([CH3:2])[c:3]1[cH:4][c:5]2[c:6]([n:7]([CH2:13][c:14]3[cH:15][cH:16][c:17](-[c:20]4[c:21]([C:26]#[N:27])[cH:22][cH:23][cH:24][cH:25]4)[cH:18][cH:19]3)[c:8](=[O:12])[nH:9][c:10]2=[O:11])[s:28]1.[CH3:43][N:44]([CH3:45])[CH:46]=[O:47].[CH3:50][CH2:51][O:52][C:53](=[O:54])[CH3:55].[H-:48].[Na+:49]>>[CH2:1]([CH3:2])[c:3]1[cH:4][c:5]2[c:6]([n:7]([CH2:13][c:14]3[cH:15][cH:16][c:17](-[c:20]4[c:21]([C:26]#[N:27])[cH:22][cH:23][cH:24][cH:25]4)[cH:18][cH:19]3)[c:8](=[O:12])[n:9]([CH2:30][C:31](=[O:32])[c:33]3[cH:34][c:35]4[cH:36][cH:37][cH:38][cH:39][c:40]4[cH:41][cH:42]3)[c:10]2=[O:11])[s:28]1. The reactants are OC1=NC(=NC(=C1NC(=O)C=1OC=CC1)O)NCCC1=CC=C(C=C1)OC (4,6-dihydroxy-5-(2-furanylcarbonyl)amino-2-[(4-methoxyphenyl)ethyl]aminopyrimidine), P(=O)(Cl)(Cl)Cl (phosphorus oxychloride). Reaction conditions: temperature 90 celsius. Yields the product ClC=1C2=C(N=C(N1)NCCC1=CC=C(C=C1)OC)OC(=N2)C=2OC=CC2 (7-chloro-2-(2-furyl)-5-[2-(4-methoxyphenyl)ethyl]amino oxazolo[5,4-d]pyrimidine). Yield: 83.2%. RXN SMILES: O[C:2]1[C:7]([NH:8][C:9]([C:11]2[O:12][CH:13]=[CH:14][CH:15]=2)=[O:10])=[C:6](O)[N:5]=[C:4]([NH:17][CH2:18][CH2:19][C:20]2[CH:25]=[CH:24][C:23]([O:26][CH3:27])=[CH:22][CH:21]=2)[N:3]=1.P(Cl)(Cl)([Cl:30])=O>>[Cl:30][C:2]1[C:7]2[N:8]=[C:9]([C:11]3[O:12][CH:13]=[CH:14][CH:15]=3)[O:10][C:6]=2[N:5]=[C:4]([NH:17][CH2:18][CH2:19][C:20]2[CH:25]=[CH:24][C:23]([O:26][CH3:27])=[CH:22][CH:21]=2)[N:3]=1. Reported procedure: A mixture of 4,6-dihydroxy-5-(2-furanylcarbonyl)amino-2-[(4-methoxyphenyl)ethyl]aminopyrimidine (408 mg) and phosphorus oxychloride (5 ml) was heated at 90° C. for 3 hours. The excess phosphorus oxychloride was removed by evaporation, in vacuo, and then by azeotroping with toluene (2×50 ml). The residue was added to water and the resultant precipitate filtered off, washed with water and dried. There was thus produced 7-chloro-2-(2-furyl)-5-[2-(4-methoxyphenyl)ethyl]amino oxazolo[5,4-d]pyrimidine... Reactants: CC(C)(C)C(=O)Cl, O=C(O)CC(=O)O, CCOC(=O)CC(=O)OCC, CC[Mg]OC(C)CC, CC(Oc1cc(Cl)c(Cl)cc1Cl)C(=O)O. Yields the product CCOC(=O)C(C(=O)OCC)C(=O)C(C)Oc1cc(Cl)c(Cl)cc1Cl. RXN SMILES: [C:16]([Cl:17])(=[O:18])[C:19]([CH3:20])([CH3:21])[CH3:22].[C:23]([OH:24])(=[O:25])[CH2:26][C:27]([OH:28])=[O:29].[C:38]([CH2:39][C:40](=[O:41])[O:42][CH2:43][CH3:44])(=[O:45])[O:46][CH2:47][CH3:48].[CH2:30]([CH:31]([O:32][Mg:33][CH2:34][CH3:35])[CH3:36])[CH3:37].[Cl:1][c:2]1[c:3]([O:4][CH:5]([C:6](=[O:7])[OH:8])[CH3:9])[cH:10][c:11]([Cl:15])[c:12]([Cl:14])[cH:13]1>>[Cl:1][c:2]1[c:3]([O:4][CH:5]([C:6](=[O:8])[CH:39]([C:38](=[O:45])[O:46][CH2:47][CH3:48])[C:40](=[O:41])[O:42][CH2:43][CH3:44])[CH3:9])[cH:10][c:11]([Cl:15])[c:12]([Cl:14])[cH:13]1. Reported procedure: One half gram of 2-[2-methoxy-5-nitro-4-(4,4-dimethyl-7-nitro-2H,4H-isoquinolin-1,3-dione-2-yl)-phenyl]-5-methoxy-imidazo[4,5-b]pyridine is suspended in 10 ml of isopropanol, mixed with 0.5 ml of 80% hydrazine hydrate, and refluxed for 1.75 hours with stirring. The reaction mixture is concentrated by evaporation, the residue is triturated with 50 ml of ice water, and the product precipitated is purified by chromatography on silica gel [eluant: methylene chloride/ethanol (100:0 to 100:2)]. Starting materials: COC1=C(C=C(C(=C1)N1C(C2=CC(=CC=C2C(C1=O)(C)C)[N+](=O)[O-])=O)[N+](=O)[O-])C=1NC=2C(=NC(=CC2)OC)N1 (2-[2-methoxy-5-nitro-4-(4,4-dimethyl-7-nitro-2H,4H-isoquinolin-1,3-dione-2-yl)-phenyl]-5-methoxy-imidazo[4,5-b]pyridine), O.NN (hydrazine hydrate). As a reaction SMILES: [CH3:1][O:2][C:3]1[CH:8]=[C:7]([N:9]2C(=O)C(C)(C)C3C(=CC([N+]([O-])=O)=CC=3)C2=O)[C:6]([N+:26]([O-:28])=[O:27])=[CH:5][C:4]=1[C:29]1[NH:30][C:31]2[C:32]([N:39]=1)=[N:33][C:34]([O:37][CH3:38])=[CH:35][CH:36]=2.O.NN>C(O)(C)C>[CH3:1][O:2][C:3]1[CH:8]=[C:7]([NH2:9])[C:6]([N+:26]([O-:28])=[O:27])=[CH:5][C:4]=1[C:29]1[NH:30][C:31]2[C:32]([N:39]=1)=[N:33][C:34]([O:37][CH3:38])=[CH:35][CH:36]=2 |f:1.2|. Solvent: C(C)(C)O (isopropanol). Product: COC1=C(C=C(C(=C1)N)[N+](=O)[O-])C=1NC=2C(=NC(=CC2)OC)N1 (2-(2-Methoxy-4-amino-5-nitro-phenyl)-5-methoxy-imidazo[4,5-b]pyridine). Reactants: [H][H] (hydrogen), [H][H] (hydrogen), 10, C(C(=O)N)(=O)O.CN(CCCOC1=C(C=CC=C1)CN(C(C=CC1=CC=C(C=C1)[N+](=O)[O-])=O)CC(=O)OCC)C ([[[2-[3-(dimethylamino)propoxy]phenyl]methyl][1-oxo-3-(4-nitrophenyl)-2-propenyl]amino]acetic acid, ethyl ester, oxamate salt). The reagents and catalysts are [Pd] (palladium on carbon). Run in C(C)O (ethanol). Product: C(C(=O)N)(=O)O.CN(CCCOC1=C(C=CC=C1)CN(C(C=CC1=CC=C(C=C1)N)=O)CC(=O)OCC)C ([[[2-[3-(Dimethylamino)propoxy]phenyl]methyl][1-oxo-3-(4-aminophenyl)-2-propenyl]amino]acetic acid, ethyl ester, oxamate salt). Reaction SMILES: [C:1]([OH:6])(=[O:5])[C:2]([NH2:4])=[O:3].[CH3:7][N:8]([CH3:40])[CH2:9][CH2:10][CH2:11][O:12][C:13]1[CH:18]=[CH:17][CH:16]=[CH:15][C:14]=1[CH2:19][N:20]([CH2:34][C:35]([O:37][CH2:38][CH3:39])=[O:36])[C:21](=[O:33])[CH:22]=[CH:23][C:24]1[CH:29]=[CH:28][C:27]([N+:30]([O-])=O)=[CH:26][CH:25]=1.[H][H]>C(O)C.[Pd]>[C:1]([OH:6])(=[O:5])[C:2]([NH2:4])=[O:3].[CH3:40][N:8]([CH3:7])[CH2:9][CH2:10][CH2:11][O:12][C:13]1[CH:18]=[CH:17][CH:16]=[CH:15][C:14]=1[CH2:19][N:20]([CH2:34][C:35]([O:37][CH2:38][CH3:39])=[O:36])[C:21](=[O:33])[CH:22]=[CH:23][C:24]1[CH:25]=[CH:26][C:27]([NH2:30])=[CH:28][CH:29]=1 |f:0.1,5.6|. Reported procedure: A suspension of 10 parts of [[[2-[3-(dimethylamino)propoxy]phenyl]methyl][1-oxo-3-(4-nitrophenyl)-2-propenyl]amino]acetic acid, ethyl ester, oxamate salt (1:2) in 100 ml of ethanol is treated with 1 part of 5% palladium on carbon and placed under 3 atmospheres of gaseous hydrogen. The mixture is shaken until one equivalent of hydrogen is consumed, filtered and the solvent evaporated under reduced pressure to give the title compound. Starting materials: BrC1=C(C=CC=C1C)CC(=O)O (2-(2-bromo-3-methylphenyl)acetic acid), S(O)(O)(=O)=O (sulfuric acid), C(C)O (ethanol). The product is BrC1=C(C=CC=C1C)CC(=O)OCC (ethyl 2-(2-bromo-3-methylphenyl)acetate). RXN SMILES: [Br:1][C:2]1[C:7]([CH3:8])=[CH:6][CH:5]=[CH:4][C:3]=1[CH2:9][C:10]([OH:12])=[O:11].S(=O)(=O)(O)O.[CH2:18](O)[CH3:19]>>[Br:1][C:2]1[C:7]([CH3:8])=[CH:6][CH:5]=[CH:4][C:3]=1[CH2:9][C:10]([O:12][CH2:18][CH3:19])=[O:11]. Procedure: 2-(2-bromo-3-methylphenyl)acetic acid (7.9 g, 0.034 mol) and sulfuric acid (0.1 ml) were added to ethanol (25 ml) and the mixture was refluxed overnight. The solvent was evaporated and to the residue was added saturated sodium carbonate. The aqueous solution was extracted twice with diethyl ether, the organic extracts were combiened, washed twice with water, dried and evaporated under reduced pressure to give the desired product as an oil. (8.5 g,97.7%). The reactants are Cl.Cl.COC([C@H](CC1=CC=C(C=C1)OC1=C(C(=NC=C1)C)C)NC(=O)[C@H]1NCC=2C=C3C(=CC2C1)OC[C@@H](O3)C3=CC=C(C=C3)OCC3=CC(=C(C=C3)Cl)Cl)=O ((S)-2-({(3S,8S)-3-[4-(3,4-Dichloro-benzyloxy)-phenyl]-2,3,6,7,8,9-hexahydro-[1,4]dioxino[2,3-g]isoquinoline-8-carbonyl}-amino)-3-[4-(2,3-dimethyl-pyridin-4-yloxy)-phenyl]-propionic acid methyl ester bis hydrochloride), ClC(=O)OC(C)C (isopropyl chloroformate), ClC(=O)[O-] (chloroformate). The product is C(C)(C)OC(=O)N1CC=2C=C3C(=CC2C[C@H]1C(N[C@@H](CC1=CC=C(C=C1)OC1=C(C(=NC=C1)C)C)C(=O)O)=O)OC[C@@H](O3)C3=CC=C(C=C3)OCC3=CC(=C(C=C3)Cl)Cl ((3S,8S)-8-{(S)-1-Carboxy-2-[4-(2,3-dimethyl-pyridin-4-yloxy)-phenyl]-ethylcarbamoyl}-3-[4-(3,4-dichloro-benzyloxy)-phenyl]-2,3,8,9-tetrahydro-6H-[1,4]dioxino[2,3-g]isoquinoline-7-carboxylic acid isopropyl ester). RXN SMILES: Cl.Cl.C[O:4][C:5](=[O:56])[C@@H:6]([NH:23][C:24]([C@@H:26]1[CH2:35][C:34]2[CH:33]=[C:32]3[O:36][CH2:37][C@H:38]([C:40]4[CH:45]=[CH:44][C:43]([O:46][CH2:47][C:48]5[CH:53]=[CH:52][C:51]([Cl:54])=[C:50]([Cl:55])[CH:49]=5)=[CH:42][CH:41]=4)[O:39][C:31]3=[CH:30][C:29]=2[CH2:28][NH:27]1)=[O:25])[CH2:7][C:8]1[CH:13]=[CH:12][C:11]([O:14][C:15]2[CH:20]=[CH:19][N:18]=[C:17]([CH3:21])[C:16]=2[CH3:22])=[CH:10][CH:9]=1.Cl[C:58]([O:60][CH:61]([CH3:63])[CH3:62])=[O:59].ClC([O-])=O>>[CH:61]([O:60][C:58]([N:27]1[C@H:26]([C:24](=[O:25])[NH:23][C@H:6]([C:5]([OH:56])=[O:4])[CH2:7][C:8]2[CH:9]=[CH:10][C:11]([O:14][C:15]3[CH:20]=[CH:19][N:18]=[C:17]([CH3:21])[C:16]=3[CH3:22])=[CH:12][CH:13]=2)[CH2:35][C:34]2[CH:33]=[C:32]3[O:36][CH2:37][C@H:38]([C:40]4[CH:45]=[CH:44][C:43]([O:46][CH2:47][C:48]5[CH:53]=[CH:52][C:51]([Cl:54])=[C:50]([Cl:55])[CH:49]=5)=[CH:42][CH:41]=4)[O:39][C:31]3=[CH:30][C:29]=2[CH2:28]1)=[O:59])([CH3:63])[CH3:62] |f:0.1.2|. Procedure: (S)-2-({(3S,8S)-3-[4-(3,4-Dichloro-benzyloxy)-phenyl]-2,3,6,7,8,9-hexahydro-[1,4]dioxino[2,3-g]isoquinoline-8-carbonyl}-amino)-3-[4-(2,3-dimethyl-pyridin-4-yloxy)-phenyl]-propionic acid methyl ester bis hydrochloride (25 mg) was reacted with isopropyl chloroformate according to General Procedure G (with excess of chloroformate). The resulting compound was hydrolyzed according to General Procedure B to give the title compound (4 mg). LCMS (m/z): 841. Reactants: FC=1C=C(C=C(C1)F)C[C@@H]([C@@H]1OC1)NC(OCC1=CC=CC=C1)=O (Benzyl (1S)-2-(3,5-difluorophenyl)-1-[(2S)-oxiranyl]ethylcarbamate), C(CC)N(C(=O)C=1C=C(C(=O)O)C=C(C1)CC)CCC (3-[(Dipropylamino)carbonyl]-5-ethylbenzoic acid), C1(CCCC2=CC=CC=C12)N (1,2,3,4-tetrahydro-1-naphthalenylamine), 5-Me-PHTH. Product: FC=1C=C(C[C@@H]([C@@H](CNCC2=CC(=CC=C2)OCC(C)C)O)NC(C2=CC(C(=O)N(CCC)CCC)=CC(=C2)C)=O)C=C(C1)F (N1-{(1S,2R)-1-(3,5-difluorobenzyl)-2-hydroxy-3-[(3-isobutoxybenzyl)amino]propyl}-5-methyl-N3,N3-dipropylisophthalamide). As a reaction SMILES: [F:1][C:2]1[CH:3]=[C:4]([CH2:9][C@H:10]([NH:14][C:15](=[O:24])OCC2C=CC=CC=2)[C@H:11]2[CH2:13][O:12]2)[CH:5]=[C:6]([F:8])[CH:7]=1.[CH:25]1([NH2:35])[C:34]2[C:29](=[CH:30][CH:31]=[CH:32][CH:33]=2)CCC1.[CH2:36]([N:39]([CH2:53][CH2:54][CH3:55])[C:40]([C:42]1[CH:43]=[C:44]([CH:48]=[C:49]([CH2:51]C)[CH:50]=1)C(O)=O)=[O:41])[CH2:37][CH3:38]>>[F:8][C:6]1[CH:5]=[C:4]([CH:3]=[C:2]([F:1])[CH:7]=1)[CH2:9][C@H:10]([NH:14][C:15](=[O:24])[C:44]1[CH:48]=[C:49]([CH3:51])[CH:50]=[C:42]([C:40]([N:39]([CH2:36][CH2:37][CH3:38])[CH2:53][CH2:54][CH3:55])=[O:41])[CH:43]=1)[C@H:11]([OH:12])[CH2:13][NH:35][CH2:25][C:34]1[CH:29]=[CH:30][CH:31]=[C:32]([O:41][CH2:40][CH:42]([CH3:43])[CH3:50])[CH:33]=1. Procedure details: Following the general procedure of EXAMPLEs 4, 5 and 6 and making non-critical variations but using tert-butyl (1S)-2-(3,5-difluorophenyl)-1-[(2S)-oxiranyl]ethylcarbamate (V), H2N—CH2-phenyl-O-i-butyl (VI) and “5-Me-PHTH” (IX), the title compound is obtained, MH+=624. Reactants: BrC1=C(C=2N(C=C1)C(NN2)=O)I (7-bromo-8-iodo-[1,2,4]triazolo[4,3-a]pyridin-3(2H)-one), C(C)(C)N(C(C)C)CC (N,N-diisopropylethylamine), COCCl (chloromethyl methyl ether). Solvent: CN(C)C=O (DMF). Reaction conditions: temperature 20 celsius, time 3 hour. Yields the product BrC1=C(C=2N(C=C1)C(N(N2)COC)=O)I (7-bromo-8-iodo-2-(methoxymethyl)-[1,2,4]triazolo[4,3-a]pyridin-3(2H)-one). Yield: 97.3%. Reaction SMILES: [Br:1][C:2]1[CH:7]=[CH:6][N:5]2[C:8](=[O:11])[NH:9][N:10]=[C:4]2[C:3]=1[I:12].C(N(CC)C(C)C)(C)C.[CH3:22][O:23][CH2:24]Cl>CN(C=O)C>[Br:1][C:2]1[CH:7]=[CH:6][N:5]2[C:8](=[O:11])[N:9]([CH2:22][O:23][CH3:24])[N:10]=[C:4]2[C:3]=1[I:12]. Reported procedure: To a solution of 7-bromo-8-iodo-[1,2,4]triazolo[4,3-a]pyridin-3(2H)-one (1.0 g, 2.94 mmol) in DMF (10 mL) and N,N-diisopropylethylamine (2.6 mL, 14.7 mmol) at 20° C. was added chloromethyl methyl ether (473 mg, 5.9 mmol). The resulting reaction mixture was stirred for an additional 3 h at 20° C. and then quenched by addition of H2O (25 mL). The quenched reaction mixture was extracted with Et2O/EtOAc (2:1, 3×50 mL). The combined organic extract was washed with saturated aqueous NaHCO3 solution (3...